From a dataset of the Open Reaction Database (ORD), a public repository of structured organic reaction records. describe an organic reaction: reactants, conditions, products, and yield Reactants: Clc1c(Br)cccc1Br, [Li]CCCC, CSSC, CCOCC, O. Product: CSc1cccc(Br)c1Cl. As a reaction SMILES: [Br:1][c:2]1[c:3]([Cl:9])[c:4]([Br:8])[cH:5][cH:6][cH:7]1.[CH2:10]([Li:11])[CH2:12][CH2:13][CH3:14].[CH3:15][S:16][S:17][CH3:18].[CH3:20][CH2:21][O:22][CH2:23][CH3:24].[OH2:19]>>[Br:1][c:2]1[c:3]([Cl:9])[c:4]([S:16][CH3:15])[cH:5][cH:6][cH:7]1. Solvent: CN(C)C=O (DMF), CC#N (CH3CN), O (water), CC#N (CH3CN), O (water). Product: ClC=1C=CC(=C(CNC([C@H]2N(CCC2)C(=O)[C@@H]2N(CCCC2)C(=O)OC(C)(C)C)=O)C1)N1N=NN=C1 (N-[5-chloro-2-(1H-tetraazol-1-yl)benzyl]-1-[1-(tert-butoxycarbonyl)-(2R)-piperidin-2-ylcarbonyl]-L-prolinamide). RXN SMILES: [C:1]([O:5][C:6]([N:8]1[CH2:13][CH2:12][CH2:11][CH2:10][C@@H:9]1[C:14]([OH:16])=O)=[O:7])([CH3:4])([CH3:3])[CH3:2].[Cl:17][C:18]1[CH:19]=[CH:20][C:21]([N:33]2[CH:37]=[N:36][N:35]=[N:34]2)=[C:22]([CH:32]=1)[CH2:23][NH:24][C:25](=[O:31])[C@@H:26]1[CH2:30][CH2:29][CH2:28][NH:27]1.C(Cl)CCl.C1C=NC2N(O)N=NC=2C=1>CN(C=O)C.CC#N.O>[Cl:17][C:18]1[CH:19]=[CH:20][C:21]([N:33]2[CH:37]=[N:36][N:35]=[N:34]2)=[C:22]([CH:32]=1)[CH2:23][NH:24][C:25](=[O:31])[C@@H:26]1[CH2:30][CH2:29][CH2:28][N:27]1[C:14]([C@H:9]1[CH2:10][CH2:11][CH2:12][CH2:13][N:8]1[C:6]([O:5][C:1]([CH3:2])([CH3:3])[CH3:4])=[O:7])=[O:16]. Starting materials: C(C)(C)(C)OC(=O)N1[C@H](CCCC1)C(=O)O ((2R)-1-(tert-butoxycarbonyl)piperidine-2-carboxylic acid), ClC=1C=CC(=C(CNC([C@H]2NCCC2)=O)C1)N1N=NN=C1 (N-[5-chloro-2-(1H-tetraazol-1-yl)benzyl]-L-prolinamide), C(CCl)Cl (EDC), C1=CC2=C(N=C1)N(N=N2)O (HOAt). Reported procedure: The title compound was prepared from (2R)-1-(tert-butoxycarbonyl)piperidine-2-carboxylic acid (52 mg, 0.23 mmol), N-[5-chloro-2-(1H-tetraazol-1-yl)benzyl]-L-prolinamide (Example 26, Step B, 70 mg, 0.23 mmol, 1.0 equiv), EDC (66 mg, 0.34 mmol, 1.5 equiv) and HOAt (16 mg, 0.11 mmol, 0.5 equiv) in DMF (500 μl) essentially according to the procedure described in Example 26, Step C. Reverse phase HPLC [95:5 water (+0.1% TFA)/CH3CN (+0.1% TFA) to 5:95 water (+0.1% TFA)/CH3CN (+0.1% TFA)] afforded the ... Reactants: NC1=CC=CC=C1 (Aniline), O=C(CC(=O)OCC)CCC (ethyl 3-oxohexanoate), C1(=CC=CC=C1)C (toluene). Reaction conditions: temperature 120 celsius, time 8 hour. Product: CN1C(C=C(C2=CC=CC=C12)CCC)=O (1-methyl-4-propyl-2(1H)-quinolinone). RXN SMILES: [NH2:1][C:2]1[CH:7]=[CH:6][CH:5]=[CH:4][CH:3]=1.O=[C:9]([CH2:16][CH2:17][CH3:18])[CH2:10][C:11](OCC)=[O:12].[C:19]1(C)C=CC=CC=1>>[CH3:19][N:1]1[C:2]2[C:7](=[CH:6][CH:5]=[CH:4][CH:3]=2)[C:9]([CH2:16][CH2:17][CH3:18])=[CH:10][C:11]1=[O:12]. Reported procedure: Aniline (1 ml) and toluene (66 ml) were added to ethyl 3-oxohexanoate (2.1 ml) and stirred at 120° C. overnight. After removing the solvent, sulfuric acid (40 ml) was added to the residue and stirred at 80° C. for seven hours. The reaction solution was put into ice and adjusted to pH=3, and the precipitated crystals were filtered out. Methyl iodide (3 ml), potassium carbonate (1.9 g) and DMF (20 ml) were added to the residue and stirred at room temperature for 26 hours. After removing the solven... Reactants: N1(CCCCC1)CC1=CC(=NC=C1)OC\C=C/CN (4-(4-piperidinomethyl-2-pyridyloxy) -cis-2-butenylamine), S1C=NC(=C1)C(=O)O (4-thiazolecarboxylic acid). The product is N1(CCCCC1)CC1=CC(=NC=C1)OC\C=C/CNC(=O)C=1N=CSC1 (N-[4-(4-Piperidinomethyl-2-pyridyloxy) -cis-2-butenyl]thiazole-4-carboxamide). Isolated yield 68.0%. As a reaction SMILES: [N:1]1([CH2:7][C:8]2[CH:13]=[CH:12][N:11]=[C:10]([O:14][CH2:15]/[CH:16]=[CH:17]\[CH2:18][NH2:19])[CH:9]=2)[CH2:6][CH2:5][CH2:4][CH2:3][CH2:2]1.[S:20]1[CH:24]=[C:23]([C:25](O)=[O:26])[N:22]=[CH:21]1>>[N:1]1([CH2:7][C:8]2[CH:13]=[CH:12][N:11]=[C:10]([O:14][CH2:15]/[CH:16]=[CH:17]\[CH2:18][NH:19][C:25]([C:23]3[N:22]=[CH:21][S:20][CH:24]=3)=[O:26])[CH:9]=2)[CH2:6][CH2:5][CH2:4][CH2:3][CH2:2]1. Procedure details: Following a procedure similar to that described in Example 13, but using 4-(4-piperidinomethyl-2-pyridyloxy) -cis-2-butenylamine and 4-thiazolecarboxylic acid as starting materials, in relative proportions similar to those used in that Example, the title compound was obtained as an oil in a 68% yield. Starting materials: C(OOC(CCC)OC(=O)C1CCCC1)(SCC)=O (O-(1-Cyclopentanecarbonyloxybutoxy) S-Ethyl Thiocarbonate), S(=O)(=O)(Cl)Cl (sulfuryl chloride). Solvent: C(Cl)Cl (CH2Cl2). Yields the product ClC(=O)OOC(CCC)OC(=O)C1CCCC1 ((1-cyclopentanecarbonyloxy-butoxy) chloroformate). As a reaction SMILES: [C:1](=[O:19])(SCC)[O:2][O:3][CH:4]([O:8][C:9]([CH:11]1[CH2:15][CH2:14][CH2:13][CH2:12]1)=[O:10])[CH2:5][CH2:6][CH3:7].S(Cl)([Cl:23])(=O)=O>C(Cl)Cl>[Cl:23][C:1]([O:2][O:3][CH:4]([O:8][C:9]([CH:11]1[CH2:15][CH2:14][CH2:13][CH2:12]1)=[O:10])[CH2:5][CH2:6][CH3:7])=[O:19]. Procedure: A solution of (67) (1.83 g, 6.34 mmol) in CH2Cl2 at 0° C. was treated with sulfuryl chloride (0.62 mL, 7.61 mmol) under N2 for 10 min, then the reaction mixture was concentrated to dryness in vacuo to afford crude (1-cyclopentanecarbonyloxy-butoxy) chloroformate in quantitative yield. The chloroformate was dissolved in CH2Cl2, and was added to a mixture of N-hydroxysuccinimide (1.09 g, 9.51 mmol) and pyridine (1.28 mL, 15.8 mmol) in CH2Cl2 at 0° C. The reaction mixture was stirred at 0° C. for 1... Reactants: COC1=CC=C(CO)C=C1 (4-methoxybenzyl alcohol), C(=C)C(=O)C (methyl vinyl ketone). The reagents and catalysts are S(O)(O)(=O)=O (sulfuric acid). Solvent: C(C)OCC (ethyl ether). Run at time 1 hour. Yields the product COC1=CC=C(COCCC(C)=O)C=C1 (4-(4-METHOXYBENZYLOXY)-2-BUTANONE). As a reaction SMILES: [CH3:1][O:2][C:3]1[CH:10]=[CH:9][C:6]([CH2:7][OH:8])=[CH:5][CH:4]=1.[CH:11]([C:13]([CH3:15])=[O:14])=[CH2:12]>S(=O)(=O)(O)O.C(OCC)C>[CH3:1][O:2][C:3]1[CH:10]=[CH:9][C:6]([CH2:7][O:8][CH2:12][CH2:11][C:13](=[O:14])[CH3:15])=[CH:5][CH:4]=1. Reported procedure: Combine 4-methoxybenzyl alcohol (13.8 g, 0.10 mole) with methyl vinyl ketone (8.4 g, 0.12 mole), treat with 5 drops of concentrated sulfuric acid, and stir 1 hour. Dilute with ethyl ether, wash with 1.0 N sodium bicarbonate solution, dry the organic phase over anhydrous sodium sulfate and evaporate in vacuo to obtain the title compound, m.p. 48-9° C.